From a dataset of the Open Reaction Database (ORD), a public repository of structured organic reaction records. describe an organic reaction: reactants, conditions, products, and yield Starting materials: C=C(C)C(C(=O)OC(C)(C)C)C1(CC(C)C)CCN(C(=O)OC(C)(C)C)C1=O, C[O-], C[O-], CO, [Mg+2]. Product: C=C(C)C(C(=O)OC(C)(C)C)C1(CC(C)C)CCNC1=O. As a reaction SMILES: [C:1]([O:2][C:3](=[O:4])[N:8]1[C:9](=[O:28])[C:10]([CH:13]([C:14](=[O:15])[O:16][C:17]([CH3:18])([CH3:19])[CH3:20])[C:21](=[CH2:22])[CH3:23])([CH2:24][CH:25]([CH3:26])[CH3:27])[CH2:11][CH2:12]1)([CH3:5])([CH3:6])[CH3:7].[CH3:29][O-:30].[CH3:32][O-:33].[CH3:34][OH:35].[Mg+2:31]>>[NH:8]1[C:9](=[O:28])[C:10]([CH:13]([C:14](=[O:15])[O:16][C:17]([CH3:18])([CH3:19])[CH3:20])[C:21](=[CH2:22])[CH3:23])([CH2:24][CH:25]([CH3:26])[CH3:27])[CH2:11][CH2:12]1.